This data is from the Open Reaction Database (ORD), a public repository of structured organic reaction records. The task is: describe an organic reaction: reactants, conditions, products, and yield Yields the product CC(C)(C)OC(=O)N1CCC(Oc2c(C(N)=O)cc(N)cc2C(N)=O)CC1. RXN SMILES: [C:1]([CH3:2])([CH3:3])([CH3:4])[O:5][C:6](=[O:7])[N:8]1[CH2:9][CH2:10][CH:11]([O:14][c:15]2[c:16]([C:27]([NH2:28])=[O:29])[cH:17][c:18]([N+:24]([O-:25])=[O:26])[cH:19][c:20]2[C:21]([NH2:22])=[O:23])[CH2:12][CH2:13]1.[CH3:30][OH:31]>>[C:1]([CH3:2])([CH3:3])([CH3:4])[O:5][C:6](=[O:7])[N:8]1[CH2:9][CH2:10][CH:11]([O:14][c:15]2[c:16]([C:27]([NH2:28])=[O:29])[cH:17][c:18]([NH2:24])[cH:19][c:20]2[C:21]([NH2:22])=[O:23])[CH2:12][CH2:13]1. Starting materials: CC(C)(C)OC(=O)N1CCC(Oc2c(C(N)=O)cc([N+](=O)[O-])cc2C(N)=O)CC1, CO. Reactants: OC(CN1C=CC=2C(=CC=CC12)C(=O)O)C1=CC=CC=C1 (1-(2-hydroxy-2-phenylethyl) indole-4-carboxylic acid), CI (methyl iodide), C([O-])([O-])=O.[K+].[K+] (potassium carbonate), [Cl-].[NH4+] (ammonium chloride). Run in CN(C=O)C (dimethylformamide). Reaction conditions: time 30 minute. Product: OC(CN1C=CC=2C(=CC=CC12)C(=O)OC)C1=CC=CC=C1 (methyl 1-(2-hydroxy-2-phenylethyl)indole-4-carboxylate). Yield: 90.8%. RXN SMILES: [OH:1][CH:2]([C:16]1[CH:21]=[CH:20][CH:19]=[CH:18][CH:17]=1)[CH2:3][N:4]1[C:12]2[CH:11]=[CH:10][CH:9]=[C:8]([C:13]([OH:15])=[O:14])[C:7]=2[CH:6]=[CH:5]1.CI.[C:24](=O)([O-])[O-].[K+].[K+].[Cl-].[NH4+]>CN(C)C=O>[OH:1][CH:2]([C:16]1[CH:21]=[CH:20][CH:19]=[CH:18][CH:17]=1)[CH2:3][N:4]1[C:12]2[CH:11]=[CH:10][CH:9]=[C:8]([C:13]([O:15][CH3:24])=[O:14])[C:7]=2[CH:6]=[CH:5]1 |f:2.3.4,5.6|. Reported procedure: There were dissolved, in 80 ml of dimethylformamide, 5.39 g of 1-(2-hydroxy-2-phenylethyl)indole-4-carboxylic acid prepared in Example 319 and 3.05 g of methyl iodide, followed by further addition of 2.91 g of potassium carbonate and stirring at room temperature for 30 minutes. The reaction system was poured into 300 ml of a 10% ammonium chloride aqueous solution and extracted with ethyl acetate (100 ml×3). The resulting organic phase was washed, in order, with a 10% citric acid aqueous solution...